The task is: describe an organic reaction: reactants, conditions, products, and yield. This data is from the Open Reaction Database (ORD), a public repository of structured organic reaction records. Starting materials: O=C(O)CCBr, [Li]CCCC, CCCCCC, [K+], [K+], O=C([O-])[O-], O, S, c1ccsc1, Sc1cccs1. The product is O=C(O)CCSc1cccs1. As a reaction SMILES: [Br:12][CH2:13][CH2:14][C:15](=[O:16])[OH:17].[CH2:1]([Li:2])[CH2:3][CH2:4][CH3:5].[CH3:30][CH2:31][CH2:32][CH2:33][CH2:34][CH3:35].[K+:18].[K+:19].[O-:20][C:21]([O-:22])=[O:23].[OH2:36].[S:11].[cH:6]1[cH:7][s:8][cH:9][cH:10]1.[s:24]1[c:25]([SH:29])[cH:26][cH:27][cH:28]1>>[CH2:13]([CH2:14][C:15](=[O:16])[OH:17])[S:29][c:25]1[s:24][cH:28][cH:27][cH:26]1. As a reaction SMILES: O[C:2]1[C:3]2[CH:10]=[C:9]([C:11]3[CH:16]=[CH:15][CH:14]=[C:13]([N+:17]([O-:19])=[O:18])[CH:12]=3)[O:8][C:4]=2[N:5]=[CH:6][N:7]=1.P(Cl)(Cl)([Cl:22])=O>>[Cl:22][C:2]1[C:3]2[CH:10]=[C:9]([C:11]3[CH:16]=[CH:15][CH:14]=[C:13]([N+:17]([O-:19])=[O:18])[CH:12]=3)[O:8][C:4]=2[N:5]=[CH:6][N:7]=1. Procedure: 11 g of 4-hydroxy-6-(3-nitrophenyl)furo[2,3-d]pyrimidine are heated for 4 h to RF in ca. 340 ml of phosphorus oxychloride. Afterwards, the reaction mixture is left to stand over night and then added to 5 kg of drained ice. The resulting suspension is filtered by suction and washed with a lot of H2O. The residue is dried in a HV and sublimated at ca. 200° C.; m.p.: 196-205° C. The product is ClC=1C2=C(N=CN1)OC(=C2)C2=CC(=CC=C2)[N+](=O)[O-] (4-chloro-6-(3-nitrophenyl)furo[2,3-d]pyrimidine). The reactants are OC=1C2=C(N=CN1)OC(=C2)C2=CC(=CC=C2)[N+](=O)[O-] (4-hydroxy-6-(3-nitrophenyl)furo[2,3-d]pyrimidine), P(=O)(Cl)(Cl)Cl (phosphorus oxychloride), ice.